From a dataset of the Open Reaction Database (ORD), a public repository of structured organic reaction records. describe an organic reaction: reactants, conditions, products, and yield The reactants are C(C1=CC=CC=C1)N1CCC2(C(NCN2CCC(C)C)=O)CC1 (8-benzyl-1-(3-methyl-butyl)-1,3,8-triaza-spiro[4.5]decan-4-one), [H][H] (hydrogen). Reagents/catalysts: [Pd] (Pd/C). Solvent: CO (methanol). The product is CC(CCN1CNC(C12CCNCC2)=O)C (1-(3-Methyl-butyl)-1.3,8-triaza-spiro[4.5]decan-4-one). Reaction SMILES: C([N:8]1[CH2:23][CH2:22][C:11]2([N:15]([CH2:16][CH2:17][CH:18]([CH3:20])[CH3:19])[CH2:14][NH:13][C:12]2=[O:21])[CH2:10][CH2:9]1)C1C=CC=CC=1.[H][H]>CO.[Pd]>[CH3:19][CH:18]([CH3:20])[CH2:17][CH2:16][N:15]1[C:11]2([CH2:22][CH2:23][NH:8][CH2:9][CH2:10]2)[C:12](=[O:21])[NH:13][CH2:14]1. Procedure: A solution of 130 mg (0.412 mmol) 8-benzyl-1-(3-methyl-butyl)-1,3,8-triaza-spiro[4.5]decan-4-one in 2 ml methanol was debenzylated with hydrogen in presence of 30 mg 10% Pd/C at ambient temperature over night. Then the reaction mixture was filtered through a silica gel pad and the filtrate evaporated: 70 mg 1-(3-methyl-butyl)-1,3,8-triaza-spiro[4.5]decan-4-one as colorless solid: m.p. 103–105° C., MS (ISP): 226.3 MH+. Starting materials: BrC=1C(OC(CC1O)(C1=CC=CC=C1)C1=CC=CC=C1)=O (3-bromo-5,6-dihydro-4-hydroxy-6,6-diphenyl-2H-pyran-2-one), C(C)(CC)C1=C(C=CC=C1)S (2-sec-butylbenzenethiol), N1CCCCC1 (piperidine). Solvent: ClCCl (dichloromethane). Yields the product C(C)(CC)C1=C(C=CC=C1)SC=1C(OC(CC1O)(C1=CC=CC=C1)C1=CC=CC=C1)=O (5,6-Dihydro-3-(2-sec-butylphenylthio)-4-hydroxy-6,6-diphenyl-2H-pyran-2-one). RXN SMILES: Br[C:2]1[C:3](=[O:21])[O:4][C:5]([C:15]2[CH:20]=[CH:19][CH:18]=[CH:17][CH:16]=2)([C:9]2[CH:14]=[CH:13][CH:12]=[CH:11][CH:10]=2)[CH2:6][C:7]=1[OH:8].[CH:22]([C:26]1[CH:31]=[CH:30][CH:29]=[CH:28][C:27]=1[SH:32])([CH2:24][CH3:25])[CH3:23].N1CCCCC1>ClCCl>[CH:22]([C:26]1[CH:31]=[CH:30][CH:29]=[CH:28][C:27]=1[S:32][C:2]1[C:3](=[O:21])[O:4][C:5]([C:15]2[CH:20]=[CH:19][CH:18]=[CH:17][CH:16]=2)([C:9]2[CH:14]=[CH:13][CH:12]=[CH:11][CH:10]=2)[CH2:6][C:7]=1[OH:8])([CH2:24][CH3:25])[CH3:23]. Procedure details: The title compound was prepared as described in General Method 6 from 1.6 mmol of 3-bromo-5,6-dihydro-4-hydroxy-6,6-diphenyl-2H-pyran-2-one (prepared in example AAA), 1.7 mmol of 2-sec-butylbenzenethiol, and 1.7 mmol of piperidine in 25 mL of dichloromethane. The product was chromatographed on silica gel, eluting first with chloroform and then with 5% methanol in chloroform, to give the title compound (m.p. 161°-162° C.). 1H NMR (DMSO-d6) δ 0.81 (t, 3 H), 1.15 (d, 3 H), 1.43-1.64 (m, 2 H), 2.98 ...